From a dataset of the Open Reaction Database (ORD), a public repository of structured organic reaction records. describe an organic reaction: reactants, conditions, products, and yield Starting materials: CC1=NN2C(N=C(C(=C2C)C2=CC=CC=C2)O)=N1 (2,7-Dimethyl-6-phenyl[1,2,4]triazolo[1,5-a]pyrimidin-5-ol), CN(C1=CC=CC=C1)C (N,N-dimethylaniline), O=P(Cl)(Cl)Cl (POCl3). Procedure details: 1.34 g of the product of step 1 are suspended in 20 ml POCl3. 1.06 ml N,N-dimethylaniline is added and the mixture is heated to 100° C. for 45 min. The excess of POCl3 is removed by distillation and the residue is treated with ice. The desired product precipitates and is collected by filtration. Yields the product ClC1=NC=2N(C(=C1C1=CC=CC=C1)C)N=C(N2)C (5-Chloro-2,7-dimethyl-6-phenyl[1,2,4]triazolo[1,5-a]pyrimidine). As a reaction SMILES: [CH3:1][C:2]1[N:18]=[C:5]2[N:6]=[C:7](O)[C:8]([C:11]3[CH:16]=[CH:15][CH:14]=[CH:13][CH:12]=3)=[C:9]([CH3:10])[N:4]2[N:3]=1.CN(C)C1C=CC=CC=1.O=P(Cl)(Cl)[Cl:30]>>[Cl:30][C:7]1[C:8]([C:11]2[CH:16]=[CH:15][CH:14]=[CH:13][CH:12]=2)=[C:9]([CH3:10])[N:4]2[N:3]=[C:2]([CH3:1])[N:18]=[C:5]2[N:6]=1. Conditions: temperature 100 celsius.